This data is from the Open Reaction Database (ORD), a public repository of structured organic reaction records. The task is: describe an organic reaction: reactants, conditions, products, and yield The product is CN1C=C(C2=CC=CC=C12)CC#N (1-Methyl-3-indolylacetonitrile). Run at time 3 hour. Starting materials: [OH-].[Na+] (sodium hydroxide), N1C=C(C2=CC=CC=C12)CC#N (3-indolylacetonitrile), CI (methyl iodide), solution, O (water). RXN SMILES: [OH-].[Na+].[NH:3]1[C:11]2[C:6](=[CH:7][CH:8]=[CH:9][CH:10]=2)[C:5]([CH2:12][C:13]#[N:14])=[CH:4]1.[CH3:15]I.O>CO>[CH3:15][N:3]1[C:11]2[C:6](=[CH:7][CH:8]=[CH:9][CH:10]=2)[C:5]([CH2:12][C:13]#[N:14])=[CH:4]1 |f:0.1|. Run in CO (methanol). Procedure: 20 cm3 of 50% aqueous sodium hydroxide solution are added to a mixture of 7.8 g (0.05 mol) of 3-indolylacetonitrile, 14.2 g (0.1 mol) of methyl iodide and 0.83 g of a solution of Triton B in methanol at a rate such that the temperature of the reaction mixture does not exceed 35° C. (approximately 1 h 30 min), and the reaction mixture is then stirred for 3 hours at room temperature; thereafter, 100 cm3, of water are added while cooling and the mixture is extracted with diethyl ether, the ether ex... Reactants: Cc1ccccc1, CCCC(O)c1ccc(COc2ccc(CCC(=O)OCC)c(F)c2)cc1, CCOC(=O)N=NC(=O)OCC, Sc1nc(-c2ccccc2)cs1, c1ccc(P(c2ccccc2)c2ccccc2)cc1. The product is CCCC(Sc1nc(-c2ccccc2)cs1)c1ccc(COc2ccc(CCC(=O)OCC)c(F)c2)cc1. RXN SMILES: [CH3:71][c:72]1[cH:73][cH:74][cH:75][cH:76][cH:77]1.[F:1][c:2]1[c:3]([CH2:21][CH2:22][C:23](=[O:24])[O:25][CH2:26][CH3:27])[cH:4][cH:5][c:6]([O:8][CH2:9][c:10]2[cH:11][cH:12][c:13]([CH:16]([CH2:17][CH2:18][CH3:19])[OH:20])[cH:14][cH:15]2)[cH:7]1.[O:59]=[C:60]([O:61][CH2:62][CH3:63])[N:64]=[N:65][C:66]([O:67][CH2:68][CH3:69])=[O:70].[SH:28][c:29]1[s:30][cH:31][c:32](-[c:34]2[cH:35][cH:36][cH:37][cH:38][cH:39]2)[n:33]1.[c:40]1([P:41]([c:42]2[cH:43][cH:44][cH:45][cH:46][cH:47]2)[c:48]2[cH:49][cH:50][cH:51][cH:52][cH:53]2)[cH:54][cH:55][cH:56][cH:57][cH:58]1>>[F:1][c:2]1[c:3]([CH2:21][CH2:22][C:23](=[O:24])[O:25][CH2:26][CH3:27])[cH:4][cH:5][c:6]([O:8][CH2:9][c:10]2[cH:11][cH:12][c:13]([CH:16]([CH2:17][CH2:18][CH3:19])[S:28][c:29]3[s:30][cH:31][c:32](-[c:34]4[cH:35][cH:36][cH:37][cH:38][cH:39]4)[n:33]3)[cH:14][cH:15]2)[cH:7]1. Starting materials: CC(C)O, Nc1ccccc1CCl, Cl, Cc1ccc2nc(S)[nH]c2c1. Product: Cc1ccc2[nH]c(SCc3ccccc3N)nc2c1. As a reaction SMILES: [CH:22]([OH:23])([CH3:24])[CH3:25].[Cl:13][CH2:14][c:15]1[c:16]([NH2:17])[cH:18][cH:19][cH:20][cH:21]1.[ClH:12].[SH:1][c:2]1[nH:3][c:4]2[c:5]([n:6]1)[cH:7][cH:8][c:9]([CH3:11])[cH:10]2>>[S:1]([c:2]1[n:3][c:4]2[c:5]([nH:6]1)[cH:7][cH:8][c:9]([CH3:11])[cH:10]2)[CH2:14][c:15]1[c:16]([NH2:17])[cH:18][cH:19][cH:20][cH:21]1. Starting materials: CCOC(=O)c1cc(F)c(N2CC(C)C(NC(=O)OC(C)(C)C)C2)c(C)c1F, CCO, Cl, [Na+], [OH-]. Yields the product Cc1c(F)c(C(=O)O)cc(F)c1N1CC(C)C(NC(=O)OC(C)(C)C)C1. As a reaction SMILES: [C:3]([CH3:4])([CH3:5])([CH3:6])[O:7][C:8](=[O:9])[NH:10][CH:11]1[CH2:12][N:13]([c:17]2[c:18]([CH3:30])[c:19]([F:29])[c:20]([C:21](=[O:22])[O:23][CH2:24][CH3:25])[cH:26][c:27]2[F:28])[CH2:14][CH:15]1[CH3:16].[CH3:32][CH2:33][OH:34].[ClH:31].[Na+:2].[OH-:1]>>[C:3]([CH3:4])([CH3:5])([CH3:6])[O:7][C:8](=[O:9])[NH:10][CH:11]1[CH2:12][N:13]([c:17]2[c:18]([CH3:30])[c:19]([F:29])[c:20]([C:21](=[O:22])[OH:23])[cH:26][c:27]2[F:28])[CH2:14][CH:15]1[CH3:16].